From a dataset of the Open Reaction Database (ORD), a public repository of structured organic reaction records. describe an organic reaction: reactants, conditions, products, and yield Starting materials: IC=1C=C(C(=O)O)C=CC1[N+](=O)[O-] (3-iodo-4-nitrobenzoic acid), NCC(=O)OCC1=CC=CC=C1 (benzyl glycinate), C1CCC(CC1)N=C=NC2CCCCC2 (DCC). Reagents/catalysts: CN(C)C=1C=CN=CC1 (DMAP). Product: IC=1C=C(C(=O)NCC(=O)OCC2=CC=CC=C2)C=CC1[N+](=O)[O-] (benzyl 2-(3-iodo-4-nitrobenzamido)acetate). As a reaction SMILES: [I:1][C:2]1[CH:3]=[C:4]([CH:8]=[CH:9][C:10]=1[N+:11]([O-:13])=[O:12])[C:5]([OH:7])=O.[NH2:14][CH2:15][C:16]([O:18][CH2:19][C:20]1[CH:25]=[CH:24][CH:23]=[CH:22][CH:21]=1)=[O:17].C1CCC(N=C=NC2CCCCC2)CC1>CN(C1C=CN=CC=1)C>[I:1][C:2]1[CH:3]=[C:4]([CH:8]=[CH:9][C:10]=1[N+:11]([O-:13])=[O:12])[C:5]([NH:14][CH2:15][C:16]([O:18][CH2:19][C:20]1[CH:25]=[CH:24][CH:23]=[CH:22][CH:21]=1)=[O:17])=[O:7]. Procedure details: As shown in scheme F, condensation of 3-iodo-4-nitrobenzoic acid with benzyl glycinate in presence of DCC and catalytic amount of DMAP gave benzyl 2-(3-iodo-4-nitrobenzamido)acetate, which on oxidation using oxidizing agents such as acetic anhydride-hydrogen peroxide gave benzyl 2-(3-iodyl-4-nitrobenzamido)acetate (intermediate 7). The intermediate 7 is treated either with K18F or K19F in the presence of kryptofix[2.2.2] or 18-crown-6 to yield benzyl 2-(3-fluoro-4-nitrobenzamido)acetate, which o... Reactants: [N+](=O)([O-])C=1C=C(C(=O)OC)C=CC1OC[C@H](C)NC(CC1=CC(=C(C=C1)NC(=O)NC1=C(C=CC=C1)C)OC)=O (methyl (S)-3-nitro-4-[2-[3-methoxy-4-[N′-(2-methylphenyl)ureido]phenylacetylamino]-1-propoxy]benzoate). Reagents/catalysts: [Pd] (Pd—C). The solvent is CO.C1CCOC1 (MeOH THF). Yields the product NC=1C=C(C(=O)OC)C=CC1OC[C@H](C)NC(CC1=CC(=C(C=C1)NC(=O)NC1=C(C=CC=C1)C)OC)=O (methyl (S)-3-amino-4-[2-[3-methoxy-4-[N′-(2-methylphenyl)ureido]phenylacetylamino]-1-propoxy]benzoate). The yield is 82.3%. RXN SMILES: [N+:1]([C:4]1[CH:5]=[C:6]([CH:11]=[CH:12][C:13]=1[O:14][CH2:15][C@@H:16]([NH:18][C:19](=[O:40])[CH2:20][C:21]1[CH:26]=[CH:25][C:24]([NH:27][C:28]([NH:30][C:31]2[CH:36]=[CH:35][CH:34]=[CH:33][C:32]=2[CH3:37])=[O:29])=[C:23]([O:38][CH3:39])[CH:22]=1)[CH3:17])[C:7]([O:9][CH3:10])=[O:8])([O-])=O>CO.C1COCC1.[Pd]>[NH2:1][C:4]1[CH:5]=[C:6]([CH:11]=[CH:12][C:13]=1[O:14][CH2:15][C@@H:16]([NH:18][C:19](=[O:40])[CH2:20][C:21]1[CH:26]=[CH:25][C:24]([NH:27][C:28]([NH:30][C:31]2[CH:36]=[CH:35][CH:34]=[CH:33][C:32]=2[CH3:37])=[O:29])=[C:23]([O:38][CH3:39])[CH:22]=1)[CH3:17])[C:7]([O:9][CH3:10])=[O:8] |f:1.2|. Reported procedure: A stirred solution of methyl (S)-3-nitro-4-[2-[3-methoxy-4-[N′-(2-methylphenyl)ureido]phenylacetylamino]-1-propoxy]benzoate (310 mg, 0.56 mmol) in MeOH—THF (10 mL, 1:1, v/v) was hydrogenated over 5% Pd—C (50 mg, 16 wt %) overnight. The mixture was filtered to remove the catalyst and the filtrate was evaporated to give methyl (S)-3-amino-4-[2-[3-methoxy-4-[N′-(2-methylphenyl)ureido]phenylacetylamino]-1-propoxy]benzoate (240 mg) as a gum. Yields the product CC(=O)OCCc1c(N)ccc(NC(=O)C(F)(F)c2ccc(F)c3ccccc23)c1F. The reactants are CC(=O)OCCc1c([N+](=O)[O-])ccc(NC(=O)C(F)(F)c2ccc(F)c3ccccc23)c1F, C1CCOC1, CCO. RXN SMILES: [C:1]([CH3:2])(=[O:3])[O:4][CH2:5][CH2:6][c:7]1[c:8]([F:33])[c:9]([NH:16][C:17]([C:18]([c:19]2[cH:20][cH:21][c:22]([F:29])[c:23]3[cH:24][cH:25][cH:26][cH:27][c:28]23)([F:30])[F:31])=[O:32])[cH:10][cH:11][c:12]1[N+:13]([O-:14])=[O:15].[CH2:37]1[O:38][CH2:39][CH2:40][CH2:41]1.[CH3:34][CH2:35][OH:36]>>[C:1]([CH3:2])(=[O:3])[O:4][CH2:5][CH2:6][c:7]1[c:8]([F:33])[c:9]([NH:16][C:17]([C:18]([c:19]2[cH:20][cH:21][c:22]([F:29])[c:23]3[cH:24][cH:25][cH:26][cH:27][c:28]23)([F:30])[F:31])=[O:32])[cH:10][cH:11][c:12]1[NH2:13]. The reactants are C1(CCC2=CC=CC=C12)=O (1-indanone), C(C)OC(N(C)C)OCC (N,N-dimethylformamide diethyl acetal). Product: CN(C)C=C1C(C2=CC=CC=C2C1)=O (2-(dimethylaminomethylene)-indan-1-one), desired product. As a reaction SMILES: [C:1]1(=[O:10])[C:9]2[C:4](=[CH:5][CH:6]=[CH:7][CH:8]=2)[CH2:3][CH2:2]1.C(O[CH:14](OCC)[N:15]([CH3:17])[CH3:16])C>>[CH3:14][N:15]([CH:17]=[C:2]1[CH2:3][C:4]2[C:9](=[CH:8][CH:7]=[CH:6][CH:5]=2)[C:1]1=[O:10])[CH3:16]. Reported procedure: The 2-(dimethylaminomethylene)-indan-1-one starting material was prepared from 1-indanone (3.17 g, 24 mmol) and N,N-dimethylformamide diethyl acetal (21 ml, 120 mmol) to give the desired product as golden yellow crystals (2.61 g) m.p. 156-161°. MS (ES+) 188 (MH+, 100%). The reactants are CC(=CCO)c1ccc(Br)cc1, CCOC(=O)C(Cc1ccc(O)cc1)OCC, CCCCP(CCCC)CCCC, CCOC(C)=O, O, c1ccccc1. Yields the product CCOC(=O)C(Cc1ccc(OCC=C(C)c2ccc(Br)cc2)cc1)OCC. RXN SMILES: [Br:31][c:32]1[cH:33][cH:34][c:35]([C:38](=[CH:39][CH2:40][OH:41])[CH3:42])[cH:36][cH:37]1.[CH2:14]([CH3:15])[O:16][CH:17]([C:18](=[O:19])[O:20][CH2:21][CH3:22])[CH2:23][c:24]1[cH:25][cH:26][c:27]([OH:30])[cH:28][cH:29]1.[CH2:1]([P:2]([CH2:3][CH2:4][CH2:5][CH3:6])[CH2:7][CH2:8][CH2:9][CH3:10])[CH2:11][CH2:12][CH3:13].[CH3:50][CH2:51][O:52][C:53](=[O:54])[CH3:55].[OH2:49].[cH:43]1[cH:44][cH:45][cH:46][cH:47][cH:48]1>>[CH2:14]([CH3:15])[O:16][CH:17]([C:18](=[O:19])[O:20][CH2:21][CH3:22])[CH2:23][c:24]1[cH:25][cH:26][c:27]([O:30][CH2:40][CH:39]=[C:38]([c:35]2[cH:34][cH:33][c:32]([Br:31])[cH:37][cH:36]2)[CH3:42])[cH:28][cH:29]1. The reactants are OC1=CC=C(C=C1)/C=C/C(=O)OC (methyl (2E)-3-(4-hydroxyphenyl)acrylate), C(C)(=O)OC(C)=O (acetic anhydride), N1=CC=CC=C1 (pyridine). Reaction conditions: time 26 hour. The product is C(C)(=O)OC1=CC=C(C=C1)/C=C/C(=O)OC (methyl (2E)-3-[4-(acetyloxy)phenyl]acrylate). Yield: 93.1%. RXN SMILES: [OH:1][C:2]1[CH:7]=[CH:6][C:5](/[CH:8]=[CH:9]/[C:10]([O:12][CH3:13])=[O:11])=[CH:4][CH:3]=1.[C:14](OC(=O)C)(=[O:16])[CH3:15].N1C=CC=CC=1>>[C:14]([O:1][C:2]1[CH:3]=[CH:4][C:5](/[CH:8]=[CH:9]/[C:10]([O:12][CH3:13])=[O:11])=[CH:6][CH:7]=1)(=[O:16])[CH3:15]. Procedure: To a solution of methyl (2E)-3-(4-hydroxyphenyl)acrylate (5.35 g, 30.0 mmol) in acetic anhydride (45.0 mL, 476 mmol) was added pyridine (4.85 mL, 60.0 mmol), and the mixture was stirred at room temperature for 26 hr. The reaction mixture was concentrated under reduced pressure. Water was added to the residue, and the mixture was extracted with diethyl ether. The extract was washed with saturated brine, dried over anhydrous magnesium sulfate, and concentrated under reduced pressure. The precipita...